Dataset: the Open Reaction Database (ORD), a public repository of structured organic reaction records. Task: describe an organic reaction: reactants, conditions, products, and yield Reactants: C(C1=CC=CC=C1)(=O)NC(=S)NC1CCCC=2C=C(C=NC12)C (8-Benzoylthiocarbamoylamino-3-methyl-5,6,7,8-tetrahydroquinoline), [OH-].[Na+] (sodium hydroxide). The product is hydrate, C(N)(=S)NC1CCCC=2C=C(C=NC12)C (8-Thiocarbamoylamino-3-methyl-5,6,7,8-tetrahydroquinoline). The yield is 98.0%. As a reaction SMILES: C([NH:9][C:10]([NH:12][CH:13]1[C:22]2[N:21]=[CH:20][C:19]([CH3:23])=[CH:18][C:17]=2[CH2:16][CH2:15][CH2:14]1)=[S:11])(=O)C1C=CC=CC=1.[OH-].[Na+]>>[C:10]([NH:12][CH:13]1[C:22]2[N:21]=[CH:20][C:19]([CH3:23])=[CH:18][C:17]=2[CH2:16][CH2:15][CH2:14]1)(=[S:11])[NH2:9] |f:1.2|. Reported procedure: 8-Benzoylthiocarbamoylamino-3-methyl-5,6,7,8-tetrahydroquinoline (6 g.) was treated with a 10% sodium hydroxide solution (24 ml.) and the mixture heated on a steam bath for 15 minutes. The cooled reaction mixture was adjusted to pH 1.0 with conc. HC1, filtered to remove benzoic acid and the filtrate adjusted to pH 10.0 with aqueous ammonia. The resultant solid was recrystallised from ethanol to give the hydrate of the title compound as colourless needles (4 g.). m.p. 114° C. (Found C, 55.3; H, 7... The reactants are COC(=O)c1ccc(OC2CCN(C(=O)OC(C)(C)C)CC2)cc1O, [H-], CI, [Na+], CN(C)C=O. The product is COC(=O)c1ccc(OC2CCN(C(=O)OC(C)(C)C)CC2)cc1OC. Reaction SMILES: [CH3:1][O:2][C:3]([c:4]1[c:5]([OH:24])[cH:6][c:7]([O:10][CH:11]2[CH2:12][CH2:13][N:14]([C:17](=[O:18])[O:19][C:20]([CH3:21])([CH3:22])[CH3:23])[CH2:15][CH2:16]2)[cH:8][cH:9]1)=[O:25].[H-:28].[I:26][CH3:27].[Na+:29].[O:30]=[CH:31][N:32]([CH3:33])[CH3:34]>>[CH3:1][O:2][C:3]([c:4]1[c:5]([O:24][CH3:27])[cH:6][c:7]([O:10][CH:11]2[CH2:12][CH2:13][N:14]([C:17](=[O:18])[O:19][C:20]([CH3:21])([CH3:22])[CH3:23])[CH2:15][CH2:16]2)[cH:8][cH:9]1)=[O:25].